The task is: describe an organic reaction: reactants, conditions, products, and yield. This data is from the Open Reaction Database (ORD), a public repository of structured organic reaction records. Starting materials: CC(=O)OC(C)=O, COC(=O)CNC1c2ccccc2CCC1(C)C, O=CO. Product: COC(=O)CN(C=O)C1c2ccccc2CCC1(C)C. RXN SMILES: [CH3:19][C:20](=[O:21])[O:22][C:23](=[O:24])[CH3:25].[CH3:1][O:2][C:3]([CH2:4][NH:5][CH:6]1[C:7]([CH3:16])([CH3:17])[CH2:8][CH2:9][c:10]2[cH:11][cH:12][cH:13][cH:14][c:15]21)=[O:18].[CH:26]([OH:27])=[O:28]>>[CH3:1][O:2][C:3]([CH2:4][N:5]([CH:6]1[C:7]([CH3:16])([CH3:17])[CH2:8][CH2:9][c:10]2[cH:11][cH:12][cH:13][cH:14][c:15]21)[CH:20]=[O:21])=[O:18]. Reactants: NS(=O)(=O)N (aminosulfonamide), ClCCCS(=O)(=O)N1CCC(CC1)C1=CNC2=C(C=C(C=C12)C1=CC=C(C=C1)F)C(=O)N (3-{1-[(3-chloropropyl)sulfonyl]-4-piperidinyl}-5-(4-fluorophenyl)-1H-indole-7-carboxamide), N1CCCC1 (pyrrolidine), C(=O)([O-])[O-].[K+].[K+] (K2CO3), [Na+].[I-] (NaI). The product is FC1=CC=C(C=C1)C=1C=C2C(=CNC2=C(C1)C(=O)N)C1CCN(CC1)S(=O)(=O)CCCN1CCCC1 (5-(4-fluorophenyl)-3-(1-{[3-(1-pyrrolidinyl)propyl]sulfonyl}-4-piperidinyl)-1H-indole-7-carboxamide). Isolated yield 22.8%. RXN SMILES: NS(N)(=O)=O.Cl[CH2:7][CH2:8][CH2:9][S:10]([N:13]1[CH2:18][CH2:17][CH:16]([C:19]2[C:27]3[C:22](=[C:23]([C:35]([NH2:37])=[O:36])[CH:24]=[C:25]([C:28]4[CH:33]=[CH:32][C:31]([F:34])=[CH:30][CH:29]=4)[CH:26]=3)[NH:21][CH:20]=2)[CH2:15][CH2:14]1)(=[O:12])=[O:11].[NH:38]1[CH2:42][CH2:41][CH2:40][CH2:39]1.C([O-])([O-])=O.[K+].[K+].[Na+].[I-]>>[F:34][C:31]1[CH:32]=[CH:33][C:28]([C:25]2[CH:26]=[C:27]3[C:22](=[C:23]([C:35]([NH2:37])=[O:36])[CH:24]=2)[NH:21][CH:20]=[C:19]3[CH:16]2[CH2:17][CH2:18][N:13]([S:10]([CH2:9][CH2:8][CH2:7][N:38]3[CH2:42][CH2:41][CH2:40][CH2:39]3)(=[O:12])=[O:11])[CH2:14][CH2:15]2)=[CH:29][CH:30]=1 |f:3.4.5,6.7|. Reported procedure: Following the general procedure for aminosulfonamide formation outlined in example 2, 3-{1-[(3-chloropropyl)sulfonyl]-4-piperidinyl}-5-(4-fluorophenyl)-1H-indole-7-carboxamide (0.059 mmol) and pyrrolidine (0.025 mL, 0.295 mmol) were allowed to react in the presence of K2CO3 (37 mg, 0.118 mmol) and NaI (Cat. 2 mg). The resulting residue was purified by reverse phase HPLC eluting with 10% B to 80% B, where A=H2O (0.1% trifluoroacetic acid) and B=CH3CN (0.1% trifluoroacetic acid) to give the title ... The reactants are CN(C=C(C(=O)C1=CC=C(C=C1)F)C1=CC=NC=C1)C (3-(Dimethylamino)-1-(4-fluorophenyl)-2-(4-pyridyl)prop-2-en-1-one), C(#N)CC(=O)N (2-cyanoacetamide), C[O-].[Na+] (sodium methoxide). Solvent: CN(C)C=O (DMF). Product: FC1=CC=C(C=C1)C1=NC(=C(C=C1C1=CC=NC=C1)C#N)O (2-(4-Fluorophenyl)-6-hydroxy-3,4′-bipyridine-5-carbonitrile). Isolated yield 47.8%. Reaction SMILES: CN(C)[CH:3]=[C:4]([C:14]1[CH:19]=[CH:18][N:17]=[CH:16][CH:15]=1)[C:5]([C:7]1[CH:12]=[CH:11][C:10]([F:13])=[CH:9][CH:8]=1)=O.[C:21]([CH2:23][C:24]([NH2:26])=[O:25])#[N:22].C[O-].[Na+]>CN(C=O)C>[F:13][C:10]1[CH:9]=[CH:8][C:7]([C:5]2[C:4]([C:14]3[CH:15]=[CH:16][N:17]=[CH:18][CH:19]=3)=[CH:3][C:23]([C:21]#[N:22])=[C:24]([OH:25])[N:26]=2)=[CH:12][CH:11]=1 |f:2.3|. Procedure: To a solution of 3-(dimethylamino)-1-(4-fluorophenyl)-2-(4-pyridyl)prop-2-en-1-one (12.77 g, 47.2 mmol, obtained in reference example 7) in DMF (175 mL), 2-cyanoacetamide (4.41 g, 52.0 mmol) was added under argon atmosphere. Then, sodium methoxide (5.35 g, 99.2 mmol) was added and heated to reflux for 1 hour. The mixture was allowed to cool, concentrated and diluted with water. The pH was adjusted to 4 with 1 N HCl. A precipitate was obtained that was filtered and dried to give 6.57 g of the des... Starting materials: C(C=C)[C@@]1(C(N([C@@H]([C@H](C1)C1=CC(=CC=C1)Cl)C1=CC=C(C=C1)Cl)[C@H](CCCC=O)CC)=O)C ((S)-5-((3S,5R,6S)-3-allyl-5-(3-chlorophenyl)-6-(4-chlorophenyl)-3-methyl-2-oxopiperidin-1-yl)heptanal), C[Mg]Br (methylmagnesium bromide). Run in C1CCOC1 (THF), C1(=CC=CC=C1)C (toluene), C1CCOC1 (THF). Reaction conditions: time 2 hour. Yields the product C(C=C)[C@@]1(C(N([C@@H]([C@H](C1)C1=CC(=CC=C1)Cl)C1=CC=C(C=C1)Cl)[C@@H](CC)CCCC(C)O)=O)C ((3S,5R,6S)-3-allyl-5-(3-chlorophenyl)-6-(4-chlorophenyl)-1-((3S)-7-hydroxyoctan-3-yl)-3-methylpiperidin-2-one). As a reaction SMILES: [CH2:1]([C@@:4]1([CH3:33])[CH2:9][C@H:8]([C:10]2[CH:15]=[CH:14][CH:13]=[C:12]([Cl:16])[CH:11]=2)[C@@H:7]([C:17]2[CH:22]=[CH:21][C:20]([Cl:23])=[CH:19][CH:18]=2)[N:6]([C@@H:24]([CH2:30][CH3:31])[CH2:25][CH2:26][CH2:27][CH:28]=[O:29])[C:5]1=[O:32])[CH:2]=[CH2:3].[CH3:34][Mg]Br>C1COCC1.C1(C)C=CC=CC=1>[CH2:1]([C@@:4]1([CH3:33])[CH2:9][C@H:8]([C:10]2[CH:15]=[CH:14][CH:13]=[C:12]([Cl:16])[CH:11]=2)[C@@H:7]([C:17]2[CH:18]=[CH:19][C:20]([Cl:23])=[CH:21][CH:22]=2)[N:6]([C@H:24]([CH2:25][CH2:26][CH2:27][CH:28]([OH:29])[CH3:34])[CH2:30][CH3:31])[C:5]1=[O:32])[CH:2]=[CH2:3]. Procedure details: To a solution of (S)-5-((3S,5R,6S)-3-allyl-5-(3-chlorophenyl)-6-(4-chlorophenyl)-3-methyl-2-oxopiperidin-1-yl)heptanal prepared above in Step A (138 mg, 0.284 mmol) in THF (2.8 mL) was added 1.4 M methylmagnesium bromide in toluene and THF (75:25) (608 μL, 0.851 mmol) at 0° C. Then the reaction was allowed to warm to rt and stirred for 2 h. The reaction was quenched (sat NH4Cl solution), extracted (2×EtOAc), and washed (sat. aq. NaCl solution). The combined organic layer was dried (Na2SO4) and c...